This data is from the Open Reaction Database (ORD), a public repository of structured organic reaction records. The task is: describe an organic reaction: reactants, conditions, products, and yield Solvent: CN(C)C=O (DMF). Starting materials: FC1=C2C(C(=CNC2=C(C=C1)OCCC)C1=CC=C(C(=O)O)C=C1)=O (4-(5-Fluoro-4-oxo-8-propoxy-1,4-dihydroquinolin-3-yl)benzoic acid), N1CCOCC1 (morpholine), CCN=C=NCCCN(C)C (WSC), C=1C=CC2=C(C1)N=NN2O (HOBT). Yield: 25.6%. RXN SMILES: [F:1][C:2]1[CH:11]=[CH:10][C:9]([O:12][CH2:13][CH2:14][CH3:15])=[C:8]2[C:3]=1[C:4](=[O:25])[C:5]([C:16]1[CH:24]=[CH:23][C:19]([C:20](O)=[O:21])=[CH:18][CH:17]=1)=[CH:6][NH:7]2.[NH:26]1[CH2:31][CH2:30][O:29][CH2:28][CH2:27]1.CCN=C=NCCCN(C)C.C1C=CC2N(O)N=NC=2C=1>CN(C=O)C>[F:1][C:2]1[CH:11]=[CH:10][C:9]([O:12][CH2:13][CH2:14][CH3:15])=[C:8]2[C:3]=1[C:4](=[O:25])[C:5]([C:16]1[CH:17]=[CH:18][C:19]([C:20]([N:26]3[CH2:31][CH2:30][O:29][CH2:28][CH2:27]3)=[O:21])=[CH:23][CH:24]=1)=[CH:6][NH:7]2. Reported procedure: 4-(5-Fluoro-4-oxo-8-propoxy-1,4-dihydroquinolin-3-yl)benzoic acid (260 mg, 0.76 mmol), morpholine (99.5 mg, 1.14 mmol), WSC (189 mg, 0.99 mmol) and HOBT (151 mg, 0.99 mmol) were added to DMF (10 ml), and the mixture was stirred at room temperature for 15 hours. The reaction mixture was concentrated under reduced pressure, and the residue was then purified by silica gel column chromatography (dichloromethane:methanol=30:1). The purified product was concentrated under reduced pressure, and the res... Product: FC1=C2C(C(=CNC2=C(C=C1)OCCC)C1=CC=C(C=C1)C(=O)N1CCOCC1)=O (5-fluoro-3-[4-(morpholine-4-carbonyl)phenyl]-8-propoxy-1H-quinolin-4-one). Conditions: time 15 hour. The reactants are N[C@H](C(=O)OCC)[C@@H](C(C)C)O (ethyl (2S*,3R*)-2-amino-3-hydroxy-4-methyl-pentanoate). Run in Cl (HCl). Run at temperature 130 celsius, time 1 hour. Product: N[C@H](C(=O)O)[C@@H](C(C)C)O ((2S*,3R*)-2-amino-3-hydroxy-4-methyl-pentanoic acid). The yield is 117.5%. Reaction SMILES: [NH2:1][C@@H:2]([C@H:8]([OH:12])[CH:9]([CH3:11])[CH3:10])[C:3]([O:5]CC)=[O:4]>Cl>[NH2:1][C@@H:2]([C@H:8]([OH:12])[CH:9]([CH3:11])[CH3:10])[C:3]([OH:5])=[O:4]. Procedure: In a 35 ml microwave vial, ethyl (2S*,3R*)-2-amino-3-hydroxy-4-methyl-pentanoate (0.232 g, 1.33 mmol) was dissolved in a 6.0 M HCl aqueous solution (25 mL) and stirred at 130° C. for 1 h. The reaction mixture was extracted with Et2O (3×15 mL), the aqueous phase was concentrated under reduced pressure resulting in a white solid (0.23 g, 81%), which was used without further purification in the following step. MS (ESI) m/z: 148 [M−H]+; (ESI) m/z: 146 [M−H]−. 1H NMR (DMSO-d6) δ 0.87 (d, J=6.64 Hz, 3... Starting materials: OC=1C2=C(SC1C1=CC=CC=C1)N=CC=C2 (3-hydroxy-2-phenyl-7-azabenzo[b]thiophene), CC(C)([O-])C.[K+] (potassium t-butoxide), COCCl (chloromethyl methyl ether). Solvent: O1CCCC1 (tetrahydrofuran). The product is COCOC1=C(SC2=C1C=CC=N2)C2=CC=CC=C2 (3-Methoxymethoxy-2-phenyl-7-azabenzothiophene). RXN SMILES: [OH:1][C:2]1[C:3]2[CH:16]=[CH:15][CH:14]=[N:13][C:4]=2[S:5][C:6]=1[C:7]1[CH:12]=[CH:11][CH:10]=[CH:9][CH:8]=1.CC(C)([O-])C.[K+].[CH3:23][O:24][CH2:25]Cl>O1CCCC1>[CH3:23][O:24][CH2:25][O:1][C:2]1[C:3]2[CH:16]=[CH:15][CH:14]=[N:13][C:4]=2[S:5][C:6]=1[C:7]1[CH:12]=[CH:11][CH:10]=[CH:9][CH:8]=1 |f:1.2|. Procedure details: A suspension of 4.54 g (20 mmol) of 3-hydroxy-2-phenyl-7-azabenzo[b]thiophene and 2.75 g (22 mmol) of potassium t-butoxide in 50 mL of tetrahydrofuran was stirred until the solid dissolved. Then 2.0 g (25 mmol) of chloromethyl methyl ether was added and the solution was stirred at room temperature for 2 hours. The solution was partitioned between ether and water and the aqueous layer was washed with two portions of ether. The ether extracts were washed with brine, dried over MgSO4, and concentra... Starting materials: CCCCCN(CCCCC)C(=O)C(CCC(=O)OC)CS(=O)(=O)c1ccc(C(C)=O)cc1, CO, [Na+], [OH-]. The product is CCCCCN(CCCCC)C(=O)C(CCC(=O)O)CS(=O)(=O)c1ccc(C(C)=O)cc1. Reaction SMILES: [C:1]([CH3:2])(=[O:3])[c:4]1[cH:5][cH:6][c:7]([S:10](=[O:11])(=[O:12])[CH2:13][CH:14]([CH2:15][CH2:16][C:17](=[O:18])[O:19][CH3:20])[C:21]([N:22]([CH2:23][CH2:24][CH2:25][CH2:26][CH3:27])[CH2:28][CH2:29][CH2:30][CH2:31][CH3:32])=[O:33])[cH:8][cH:9]1.[CH3:36][OH:37].[Na+:35].[OH-:34]>>[C:1]([CH3:2])(=[O:3])[c:4]1[cH:5][cH:6][c:7]([S:10](=[O:11])(=[O:12])[CH2:13][CH:14]([CH2:15][CH2:16][C:17](=[O:18])[OH:19])[C:21]([N:22]([CH2:23][CH2:24][CH2:25][CH2:26][CH3:27])[CH2:28][CH2:29][CH2:30][CH2:31][CH3:32])=[O:33])[cH:8][cH:9]1. Reported procedure: Compound 10-1 (40 mg, 0.094 mmol), tert-butoxycarbonylamino-acetic acid (17 mg, 0.097 mmol), DMAP (3 mg, 0.024 mmol), EDC(22 mg, 0.11 mmol) and DCM (1 mL) were combined in that order and the reaction mixture was stirred for 20 h. The mixture was then washed with aqueous NaHCO3 (1 mL), concentrated under a stream of nitrogen and purified by Jones flash LC(eluent: 10-40% ethyl acetate+0.1% triethylamine in hexanes) to afford 12-1: LC-MS 408.2 (benzylium fragment). Yields the product C(C)(C)OC(=O)N1CCC(CC1)ON=C1CCN(CC1)C1=C(C=C(C(=C1)F)COC(CNC(=O)OC(C)(C)C)=O)F (4-{1-[4-(2-tert-Butoxycarbonylamino-acetoxymethyl)-2,5-difluoro-phenyl]-piperidin-4-ylideneaminooxy}-piperidine-1-carboxylic acid isopropyl ester). Reaction SMILES: [CH:1]([O:4][C:5]([N:7]1[CH2:12][CH2:11][CH:10]([O:13][N:14]=[C:15]2[CH2:20][CH2:19][N:18]([C:21]3[CH:26]=[C:25]([F:27])[C:24]([CH2:28][OH:29])=[CH:23][C:22]=3[F:30])[CH2:17][CH2:16]2)[CH2:9][CH2:8]1)=[O:6])([CH3:3])[CH3:2].[C:31]([O:35][C:36]([NH:38][CH2:39][C:40](O)=[O:41])=[O:37])([CH3:34])([CH3:33])[CH3:32].C(Cl)CCl.[C+](=O)C1C=CC=CC=1>CN(C1C=CN=CC=1)C.C(Cl)Cl>[CH:1]([O:4][C:5]([N:7]1[CH2:12][CH2:11][CH:10]([O:13][N:14]=[C:15]2[CH2:16][CH2:17][N:18]([C:21]3[CH:26]=[C:25]([F:27])[C:24]([CH2:28][O:29][C:40](=[O:41])[CH2:39][NH:38][C:36]([O:35][C:31]([CH3:33])([CH3:32])[CH3:34])=[O:37])=[CH:23][C:22]=3[F:30])[CH2:19][CH2:20]2)[CH2:9][CH2:8]1)=[O:6])([CH3:3])[CH3:2]. Conditions: time 20 hour. The solvent is C(Cl)Cl (DCM). Starting materials: C(C)(C)OC(=O)N1CCC(CC1)ON=C1CCN(CC1)C1=C(C=C(C(=C1)F)CO)F (4-[1-(2,5-Difluoro-4-hydroxymethyl-phenyl)-piperidin-4-ylideneaminooxy]-piperidine-1-carboxylic acid isopropyl ester), [C+](C1=CC=CC=C1)=O (benzylium), C(C)(C)(C)OC(=O)NCC(=O)O (tert-butoxycarbonylamino-acetic acid), C(CCl)Cl (EDC). The reagents and catalysts are CN(C)C=1C=CN=CC1 (DMAP). Starting materials: [OH-].[K+] (potassium hydroxide), NC=1C=C2C=CNC2=CC1 (5-amino-1H-indole), CN1CCC(CC1)=O (1-methyl-4-piperidone). Run in O (water), CO (methanol). Product: NC=1C=C2C(=CNC2=CC1)C=1CCN(CC1)C (5-amino-3-(1-methyl-1,2,3,6-tetrahydropyr-idin-4-yl)-1H-indole). Yield: 48.8%. As a reaction SMILES: [OH-].[K+].[NH2:3][C:4]1[CH:5]=[C:6]2[C:10](=[CH:11][CH:12]=1)[NH:9][CH:8]=[CH:7]2.[CH3:13][N:14]1[CH2:19][CH2:18][C:17](=O)[CH2:16][CH2:15]1>CO.O>[NH2:3][C:4]1[CH:5]=[C:6]2[C:10](=[CH:11][CH:12]=1)[NH:9][CH:8]=[C:7]2[C:17]1[CH2:18][CH2:19][N:14]([CH3:13])[CH2:15][CH:16]=1 |f:0.1|. Reported procedure: To a solution of 1.29 gm (20 mMol) potassium hydroxide in 10 mL methanol were added 1.32 gm (10 mMol) 5-amino-1H-indole followed by 2.46 mL (20 mMol) 1-methyl-4-piperidone. The reaction mixture was then heated to reflux for 18 hours. The reaction mixture was cooled to ambient, diluted with 20 ml water and the precipitate collected by filtration. The solid was recrystallized from ethyl acetate:methanol to give 1.11 gm (48.9%) 5-amino-3-(1-methyl-1,2,3,6-tetrahydropyr-idin-4-yl)-1H-indole as a tan...